From a dataset of the Open Reaction Database (ORD), a public repository of structured organic reaction records. describe an organic reaction: reactants, conditions, products, and yield The reactants are Cl.C(C)OC(=O)C1C(CN(CC1)CC1=CC=CC=C1)=O (1-benzyl-3-oxo-piperidine-4-carboxylic acid ethyl ester hydrochloride salt), CCOC(=O)C (EtOAc), C([O-])(O)=O.[Na+] (sodium bicarbonate). Reaction conditions: time 2 hour. Product: C(C)OC(=O)C1C(C(N(CC1)CC1=CC=CC=C1)CC)=O (ethyl 1-benzyl-3-oxo-piperidine-4-carboxylic acid ethyl ester). As a reaction SMILES: Cl.[CH2:2]([O:4][C:5]([CH:7]1[CH2:12][CH2:11][N:10]([CH2:13][C:14]2[CH:19]=[CH:18][CH:17]=[CH:16][CH:15]=2)[CH2:9][C:8]1=[O:20])=[O:6])[CH3:3].C(=O)(O)[O-].[Na+].[CH3:26][CH2:27]OC(C)=O>>[CH2:2]([O:4][C:5]([CH:7]1[CH2:12][CH2:11][N:10]([CH2:13][C:14]2[CH:15]=[CH:16][CH:17]=[CH:18][CH:19]=2)[CH:9]([CH2:26][CH3:27])[C:8]1=[O:20])=[O:6])[CH3:3] |f:0.1,2.3|. Procedure details: To a stirred suspension of 1-benzyl-3-oxo-piperidine-4-carboxylic acid ethyl ester hydrochloride salt (25 g) in EtOAc (500 mL) was added saturated sodium bicarbonate solution (200 mL) and continued stirring for 2 h. The organic layer was separated, dried over Na2SO4, filtered and concentrated to provide ethyl 1-benzyl-3-oxo-piperidine-4-carboxylic acid ethyl ester (22.00 g). To a solution of ethyl 1-benzyl-3-oxo-piperidine-4-carboxylic acid ethyl ester (22 g, 84.18 mmol) in EtOAc (75 mL) was add...